Dataset: the Open Reaction Database (ORD), a public repository of structured organic reaction records. Task: describe an organic reaction: reactants, conditions, products, and yield Starting materials: B, O=C(O)CCCn1c(=O)[nH]c(=O)c2ccccc21, C1CCOC1. Product: O=c1[nH]c(=O)n(CCCCO)c2ccccc12. RXN SMILES: [BH3:19].[C:1](=[O:2])([OH:3])[CH2:4][CH2:5][CH2:6][n:7]1[c:8](=[O:18])[nH:9][c:10](=[O:17])[c:11]2[cH:12][cH:13][cH:14][cH:15][c:16]12.[O:20]1[CH2:21][CH2:22][CH2:23][CH2:24]1>>[CH2:1]([OH:2])[CH2:4][CH2:5][CH2:6][n:7]1[c:8](=[O:18])[nH:9][c:10](=[O:17])[c:11]2[cH:12][cH:13][cH:14][cH:15][c:16]12.